Dataset: the Open Reaction Database (ORD), a public repository of structured organic reaction records. Task: describe an organic reaction: reactants, conditions, products, and yield Starting materials: ClCCCN1CCN(CC1)C1=C(C=CC=C1)F (1-(3-chloro-n-propyl)-4-(2-fluorophenyl)-piperazine), ice water, C (charcoal), [OH-].[Na+] (sodium hydroxide), C(C)(=O)NC1=CC(=C(C=C1)O)OC (4-acetamido-2-methoxyphenol). Solvent: CS(=O)C (dimethylsulfoxide), C(C)(C)O (isopropyl alcohol), CS(=O)C (dimethylsulfoxide). Run at temperature 50 celsius, time 2 hour. The product is C(C)(=O)NC1=CC(=C(OCCCN2CCN(CC2)C2=C(C=CC=C2)F)C=C1)OC (1-[3-(4-acetamido-2-methoxyphenoxy)-n-propyl]-4-(2-fluorophenyl)-piperazine). The yield is 74.0%. As a reaction SMILES: [OH-].[Na+].[C:3]([NH:6][C:7]1[CH:12]=[CH:11][C:10]([OH:13])=[C:9]([O:14][CH3:15])[CH:8]=1)(=[O:5])[CH3:4].Cl[CH2:17][CH2:18][CH2:19][N:20]1[CH2:25][CH2:24][N:23]([C:26]2[CH:31]=[CH:30][CH:29]=[CH:28][C:27]=2[F:32])[CH2:22][CH2:21]1.C>CS(C)=O.C(O)(C)C>[C:3]([NH:6][C:7]1[CH:12]=[CH:11][C:10]([O:13][CH2:17][CH2:18][CH2:19][N:20]2[CH2:25][CH2:24][N:23]([C:26]3[CH:31]=[CH:30][CH:29]=[CH:28][C:27]=3[F:32])[CH2:22][CH2:21]2)=[C:9]([O:14][CH3:15])[CH:8]=1)(=[O:5])[CH3:4] |f:0.1|. Procedure: 1.13 g of powdery sodium hydroxide are added under nitrogen atmosphere to a solution of 5.08 g of 4-acetamido-2-methoxyphenol in 70 ml of anhydrous dimethylsulfoxide. The mixture is stirred at 50° C. for 2 hours. A solution of 6 g of 1-(3-chloro-n-propyl)-4-(2-fluorophenyl)-piperazine in 20 ml of anhydrous dimethylsulfoxide is added dropwise at 20° C. to the mixture, and said mixture is stirred at 100° C. for 1.5 hours. After cooling, the reaction mixture is poured into ice-water. The crystallin... The product is P(OC1=CC=C(C=C1)SC)(=O)(Cl)Cl (4-(Methylthio)phenyl phosphorodichloridate). Reaction SMILES: [P:1]([Cl:5])(Cl)([Cl:3])=[O:2].CN1C=CN=C1.[CH3:12][S:13][C:14]1[CH:19]=[CH:18][C:17]([OH:20])=[CH:16][CH:15]=1>>[P:1]([Cl:5])([Cl:3])(=[O:2])[O:20][C:17]1[CH:18]=[CH:19][C:14]([S:13][CH3:12])=[CH:15][CH:16]=1. Reported procedure: To a solution of freshly distilled phosphoryl chloride (45 ml, 0.5 mol) and 1-methylimidazole (0.15 ml), is added 4-(methylthio)phenol (14, 0.1 mol) and the solution is heated under reflux for 20 h. The excess of phosphoryl chloride is removed by distillation and the residue distilled under reduced pressure to give the product (11 g, 42% yield); bp 135°-142° C. (2 mm Hg) 1H NMR (CDCl3) δ 2.39 (3H, S, SCH3), 7.22 (4 H, s, phenyl). Isolated yield 42.8%. Reactants: P(=O)(Cl)(Cl)Cl (phosphoryl chloride), CN1C=NC=C1 (1-methylimidazole), CSC1=CC=C(C=C1)O (4-(methylthio)phenol).